Task: describe an organic reaction: reactants, conditions, products, and yield. Dataset: the Open Reaction Database (ORD), a public repository of structured organic reaction records The reactants are CC(=O)[O-], CC(=O)[O-], CON=C(C#N)c1ccccc1COc1cccc(C)c1, NCCO, O, O, OCCO, [Zn+2], c1ccccc1. Product: CON=C(C1=NCCO1)c1ccccc1COc1cccc(C)c1. Reaction SMILES: [C:32]([O-:33])(=[O:34])[CH3:35].[C:37]([O-:38])(=[O:39])[CH3:40].[CH3:5][c:6]1[cH:7][c:8]([O:9][CH2:10][c:11]2[c:12]([C:17]([C:18]#[N:19])=[N:20][O:21][CH3:22])[cH:13][cH:14][cH:15][cH:16]2)[cH:23][cH:24][cH:25]1.[NH2:26][CH2:27][CH2:28][OH:29].[OH2:30].[OH2:31].[OH:1][CH2:2][CH2:3][OH:4].[Zn+2:36].[cH:41]1[cH:42][cH:43][cH:44][cH:45][cH:46]1>>[O:1]1[CH2:2][CH2:3][N:19]=[C:18]1[C:17]([c:12]1[c:11]([CH2:10][O:9][c:8]2[cH:7][c:6]([CH3:5])[cH:25][cH:24][cH:23]2)[cH:16][cH:15][cH:14][cH:13]1)=[N:20][O:21][CH3:22].